This data is from the Open Reaction Database (ORD), a public repository of structured organic reaction records. The task is: describe an organic reaction: reactants, conditions, products, and yield The reactants are CO, CC(Nc1cc2c(cc1C#N)ncn2-c1cc(C2CC2)[nH]n1)c1ccc(F)cc1, [K+], [OH-], O, OO. The product is CC(Nc1cc2c(cc1C(N)=O)ncn2-c1cc(C2CC2)[nH]n1)c1ccc(F)cc1. RXN SMILES: [CH3:34][OH:35].[CH:1]1([c:4]2[cH:5][c:6](-[n:9]3[cH:10][n:11][c:12]4[c:13]3[cH:14][c:15]([NH:20][CH:21]([CH3:22])[c:23]3[cH:24][cH:25][c:26]([F:29])[cH:27][cH:28]3)[c:16]([C:18]#[N:19])[cH:17]4)[n:7][nH:8]2)[CH2:2][CH2:3]1.[K+:31].[OH-:30].[OH2:36].[OH:32][OH:33]>>[CH:1]1([c:4]2[cH:5][c:6](-[n:9]3[cH:10][n:11][c:12]4[c:13]3[cH:14][c:15]([NH:20][CH:21]([CH3:22])[c:23]3[cH:24][cH:25][c:26]([F:29])[cH:27][cH:28]3)[c:16]([C:18]([NH2:19])=[O:30])[cH:17]4)[n:7][nH:8]2)[CH2:2][CH2:3]1. Starting materials: C(C)(=O)C1=C(C=CC=C1)O (2-Acetylphenol), BrCCCC(=O)OCC (ethyl 4-bromobutyrate), C([O-])([O-])=O.[K+].[K+] (potassium carbonate). The reagents and catalysts are [I-].[Na+] (sodium iodide). Yields the product C(C)(=O)C1=C(OC(C(=O)OCC)CC)C=CC=C1 ((2-acetylphenoxy)butyric acid, ethyl ester). Yield: 100.2%. Reaction SMILES: [C:1]([C:4]1[CH:9]=[CH:8][CH:7]=[CH:6][C:5]=1[OH:10])(=[O:3])[CH3:2].Br[CH2:12][CH2:13][CH2:14][C:15]([O:17][CH2:18][CH3:19])=[O:16].C(=O)([O-])[O-].[K+].[K+]>[I-].[Na+]>[C:1]([C:4]1[CH:9]=[CH:8][CH:7]=[CH:6][C:5]=1[O:10][CH:14]([CH2:13][CH3:12])[C:15]([O:17][CH2:18][CH3:19])=[O:16])(=[O:3])[CH3:2] |f:2.3.4,5.6|. Procedure details: 2-Acetylphenol (1 g, 7.34 mmol) is treated with 1.79 g (9.18 mmol) of ethyl 4-bromobutyrate, 3.55 g (25.71 mmol) of potassium carbonate and a catalytic amount (11 mg, 0.07 mmol) of sodium iodide as described in Preparation 3 to give 1.84 g of (2-acetylphenoxy)butyric acid, ethyl ester as a light yellow oil which solidified upon standing: m.p. 43°-45° C.; The 1H NMR (300 MHz, CDCl3) is consistent with the desired product; IR (neat) 1730, 1660, 1600 cm-1 ; MS (CI) m/e 251 (M+H), 232, 205. Reactants: O=CN(CC1CCc2ccccc2NC1=O)OCc1ccccc1, CCO. Yields the product O=CN(O)CC1CCc2ccccc2NC1=O. As a reaction SMILES: [CH2:1]([c:2]1[cH:3][cH:4][cH:5][cH:6][cH:7]1)[O:8][N:9]([CH:10]=[O:11])[CH2:12][CH:13]1[CH2:14][CH2:15][c:16]2[c:17]([cH:21][cH:22][cH:23][cH:24]2)[NH:18][C:19]1=[O:20].[CH3:25][CH2:26][OH:27]>>[OH:8][N:9]([CH:10]=[O:11])[CH2:12][CH:13]1[CH2:14][CH2:15][c:16]2[c:17]([cH:21][cH:22][cH:23][cH:24]2)[NH:18][C:19]1=[O:20]. Reactants: C, CCOC(=O)C=CC1(NC(=O)OC(C)(C)C)CCOCC1, CCOC(C)=O, CO, [H][H], [Pd]. The product is CCOC(=O)CCC1(NC(=O)OC(C)(C)C)CCOCC1. As a reaction SMILES: [C:30].[C:7]([CH3:8])([CH3:9])([CH3:10])[O:11][C:12](=[O:13])[NH:14][C:15]1([CH:21]=[CH:22][C:23](=[O:24])[O:25][CH2:26][CH3:27])[CH2:16][CH2:17][O:18][CH2:19][CH2:20]1.[CH3:1][CH2:2][O:3][C:4](=[O:5])[CH3:6].[CH3:32][OH:33].[H:28][H:29].[Pd:31]>>[C:7]([CH3:8])([CH3:9])([CH3:10])[O:11][C:12](=[O:13])[NH:14][C:15]1([CH2:21][CH2:22][C:23](=[O:24])[O:25][CH2:26][CH3:27])[CH2:16][CH2:17][O:18][CH2:19][CH2:20]1. Starting materials: O (water), [H-].[Na+] (sodium hydride), C(C)(=O)C1=C2C3(C(N(C2=CC=C1)C)=O)COC1=CC2=C(OCCO2)C=C13 (4′-Acetyl-1′-methyl-2,3-dihydrospiro[furo[2,3-g][1,4]benzodioxine-8,3′-indol]-2′(1′H)-one), C(OCC)(OCC)=O (diethyl carbonate). Solvent: O1CCCC1 (tetrahydrofuran). Yields the product CN1C(C2(C3=C(C=CC=C13)C(CC(=O)OCC)=O)COC1=CC3=C(OCCO3)C=C12)=O (ethyl 3-(1′-methyl-2′-oxo-1′,2,2′,3-tetrahydrospiro[furo[2,3-g][1,4]benzodioxine-8,3′-indol]-4′-yl)-3-oxopropanoate). Yield: 39.6%. As a reaction SMILES: [H-].[Na+].[C:3](=[O:10])([O:7][CH2:8][CH3:9])OCC.[C:11]([C:14]1[CH:22]=[CH:21][CH:20]=[C:19]2[C:15]=1[C:16]1([C:36]3[C:27](=[CH:28][C:29]4[O:34][CH2:33][CH2:32][O:31][C:30]=4[CH:35]=3)[O:26][CH2:25]1)[C:17](=[O:24])[N:18]2[CH3:23])(=[O:13])[CH3:12].O>O1CCCC1>[CH3:23][N:18]1[C:19]2[C:15](=[C:14]([C:11](=[O:13])[CH2:12][C:3]([O:7][CH2:8][CH3:9])=[O:10])[CH:22]=[CH:21][CH:20]=2)[C:16]2([C:36]3[C:27](=[CH:28][C:29]4[O:34][CH2:33][CH2:32][O:31][C:30]=4[CH:35]=3)[O:26][CH2:25]2)[C:17]1=[O:24] |f:0.1|. Reported procedure: To a suspension of sodium hydride (60% w/w dispersion in mineral oil, 0.11 g, 2.8 mmol) in anhydrous tetrahydrofuran (10 mL) at ambient temperature was added diethyl carbonate (0.26 mL, 2.1 mmol) and the mixture was heated at reflux for 5 min. 4′-Acetyl-1′-methyl-2,3-dihydrospiro[furo[2,3-g][1,4]benzodioxine-8,3′-indol]-2′(1′H)-one (0.50 g, 1.4 mmol) was added in one portion and the reaction mixture was heated at reflux for 16 h, allowed to cool to ambient temperature and poured into water (75 m... The reactants are CC=CCBr, CCCC1CCC(C2CCC(C3CCC(O)CC3)CC2)CC1, [H-], [Na+], CN(C)C=O. Product: CC=CCOC1CCC(C2CCC(C3CCC(CCC)CC3)CC2)CC1. As a reaction SMILES: [Br:25][CH2:26][CH:27]=[CH:28][CH3:29].[CH2:1]([CH2:2][CH3:3])[CH:4]1[CH2:5][CH2:6][CH:7]([CH:10]2[CH2:11][CH2:12][CH:13]([CH:16]3[CH2:17][CH2:18][CH:19]([OH:22])[CH2:20][CH2:21]3)[CH2:14][CH2:15]2)[CH2:8][CH2:9]1.[H-:24].[Na+:23].[O:30]=[CH:31][N:32]([CH3:33])[CH3:34]>>[CH2:1]([CH2:2][CH3:3])[CH:4]1[CH2:5][CH2:6][CH:7]([CH:10]2[CH2:11][CH2:12][CH:13]([CH:16]3[CH2:17][CH2:18][CH:19]([O:22][CH2:26][CH:27]=[CH:28][CH3:29])[CH2:20][CH2:21]3)[CH2:14][CH2:15]2)[CH2:8][CH2:9]1. Starting materials: enolate, CC(C(C(=O)OCC1=CC=CC=C1)=O)C (benzyl 3-methyl-2-ketobutyrate), O1CCCC1.C(C)(C)[N-]C(C)C.[Li+] (lithium diisopropylamide tetrahydrofuran), C(C)(C)NC(C)C (diisopropylamine), C(CC)(=O)OCC1=CC=CC=C1 (benzyl propionate). Solvent: C(CC(O)(C(=O)O)CC(=O)O)(=O)O (citric acid), CCCCCC.C(C)(=O)OCC (hexane ethyl acetate), O1CCCC1 (tetrahydrofuran), O1CCCC1 (tetrahydrofuran), O1CCCC1 (tetrahydrofuran). Reaction conditions: temperature -78 celsius, time 5 minute. The product is C(C)(C)C(C(=O)OCC1=CC=CC=C1)(C(C(=O)OCC1=CC=CC=C1)C)O (dibenzyl 2-isopropyl-2-hydroxy-3-methylsuccinate). The yield is 65.9%. RXN SMILES: C(NC(C)C)(C)C.O1CCCC1.C([N-]C(C)C)(C)C.[Li+].[C:21]([O:25][CH2:26][C:27]1[CH:32]=[CH:31][CH:30]=[CH:29][CH:28]=1)(=[O:24])[CH2:22][CH3:23].[CH3:33][CH:34]([CH3:47])[C:35](=[O:46])[C:36]([O:38][CH2:39][C:40]1[CH:45]=[CH:44][CH:43]=[CH:42][CH:41]=1)=[O:37]>O1CCCC1.C(O)(=O)CC(CC(O)=O)(C(O)=O)O.CCCCCC.C(OCC)(=O)C>[CH:34]([C:35]([OH:46])([CH:22]([CH3:23])[C:21]([O:25][CH2:26][C:27]1[CH:32]=[CH:31][CH:30]=[CH:29][CH:28]=1)=[O:24])[C:36]([O:38][CH2:39][C:40]1[CH:45]=[CH:44][CH:43]=[CH:42][CH:41]=1)=[O:37])([CH3:47])[CH3:33] |f:1.2.3,8.9|. Procedure: To anhydrous tetrahydrofuran (5 mL) was added diisopropylamine (759 mg, 7.5 mmol) under nitrogen stream, and the mixture was cooled to −78° C. To the solution was added a 1.58 M n-butyl lithium-hexane solution (4.3 mL, 6.8 mmol), and the mixture was stirred at −78° C. for 5 min, and then at 0° C. for 15 min. The solution of lithium diisopropylamide tetrahydrofuran was cooled to −78° C., and a solution of benzyl propionate (821 mg, 5.0 mmol) in anhydrous tetrahydrofuran (10 mL) was added dropwise...